Dataset: the Open Reaction Database (ORD), a public repository of structured organic reaction records. Task: describe an organic reaction: reactants, conditions, products, and yield The reactants are resultant mixture, CC1(CCNCC1)C1=CC(=CC=C1)C1=NNC=N1 (4-methyl-4-(3-(1H-1,2,4-triazol-3-yl)phenyl)piperidine), C(O)([O-])=O.[Na+] (sodium hydrogencarbonate), BrCCCC1=CC=CC=C1 (1-bromo-3-phenylpropane). Run in CN(C=O)C (N,N-dimethylformamide). Yields the product N (ammonia), CC1(CCN(CC1)CCCC1=CC=CC=C1)C1=CC(=CC=C1)C1=NNC=N1 (4-Methyl-1-(3-phenylpropyl)-4-(3-(1H-1,2,4-triazol-3-yl)phenyl)piperidine). Yield: 26.7%. RXN SMILES: [CH3:1][C:2]1([C:8]2[CH:13]=[CH:12][CH:11]=[C:10]([C:14]3[N:18]=[CH:17][NH:16][N:15]=3)[CH:9]=2)[CH2:7][CH2:6][NH:5][CH2:4][CH2:3]1.C(=O)([O-])O.[Na+].Br[CH2:25][CH2:26][CH2:27][C:28]1[CH:33]=[CH:32][CH:31]=[CH:30][CH:29]=1>CN(C)C=O>[NH3:5].[CH3:1][C:2]1([C:8]2[CH:13]=[CH:12][CH:11]=[C:10]([C:14]3[N:18]=[CH:17][NH:16][N:15]=3)[CH:9]=2)[CH2:3][CH2:4][N:5]([CH2:25][CH2:26][CH2:27][C:28]2[CH:33]=[CH:32][CH:31]=[CH:30][CH:29]=2)[CH2:6][CH2:7]1 |f:1.2|. Procedure: To a solution of 4-methyl-4-(3-(1H-1,2,4-triazol-3-yl)phenyl)piperidine (Preparation 45, 65 mg, 0.27 mmol) in N,N-dimethylformamide (2 mL) was added sodium hydrogencarbonate (34 mg, 0.40 mmol) and 1-bromo-3-phenylpropane (41 μL, 0.27 mmol). The resultant mixture was heated at 50° C. for 2 h and then allowed to cool. The mixture was partitioned between water (5 mL) and dichloromethane (20 mL). The layers were separated, and the aqueous layer was extracted with dichloromethane (20 mL). The combine... Starting materials: C([O-])([O-])=O.[K+].[K+] (potassium carbonate), C(C)(C)(C)OC(N[C@H](CO)CC1=CC(=CC=C1)Br)=O (tert-butyl[(1S)-1-(3-bromobenzyl)-2-hydroxyethyl]carbamate), C(C)(C)(C)OC(N[C@H](CO)CC1=CC(=CC=C1)Br)=O (tert-butyl[(1S)-1-(3-bromobenzyl)-2-hydroxyethyl]carbamate), CN1N=CC(=C1)B1OC(C(O1)(C)C)(C)C (1-methyl-4-(4,4,5,5-tetramethyl-1,3,2-dioxaborolan-2-yl)-1H-pyrazole), O1CCOCC1 (1,4-dioxane), C([O-])([O-])=O.[Na+].[Na+] (sodium carbonate). The reagents and catalysts are C=1C=CC(=CC1)[P](C=2C=CC=CC2)(C=3C=CC=CC3)[Pd]([P](C=4C=CC=CC4)(C=5C=CC=CC5)C=6C=CC=CC6)([P](C=7C=CC=CC7)(C=8C=CC=CC8)C=9C=CC=CC9)[P](C=1C=CC=CC1)(C=1C=CC=CC1)C=1C=CC=CC1 (tetrakis(triphenylphosphine)palladium(0)). The solvent is O (water), O (water). Yields the product OC[C@H](CC1=CC(=CC=C1)C=1C=NN(C1)C)NC(OC(C)(C)C)=O (tert-butyl {(1S)-2-hydroxy-1-[3-(1-methyl-1H-pyrazol-4-yl)benzyl]ethyl}carbamate). Yield: 44.8%. Reaction SMILES: C(=O)([O-])[O-].[K+].[K+].[C:7]([O:11][C:12](=[O:25])[NH:13][C@@H:14]([CH2:17][C:18]1[CH:23]=[CH:22][CH:21]=[C:20](Br)[CH:19]=1)[CH2:15][OH:16])([CH3:10])([CH3:9])[CH3:8].[CH3:26][N:27]1[CH:31]=[C:30](B2OC(C)(C)C(C)(C)O2)[CH:29]=[N:28]1.O1CCOCC1.C(=O)([O-])[O-].[Na+].[Na+]>O.C1C=CC([P]([Pd]([P](C2C=CC=CC=2)(C2C=CC=CC=2)C2C=CC=CC=2)([P](C2C=CC=CC=2)(C2C=CC=CC=2)C2C=CC=CC=2)[P](C2C=CC=CC=2)(C2C=CC=CC=2)C2C=CC=CC=2)(C2C=CC=CC=2)C2C=CC=CC=2)=CC=1>[OH:16][CH2:15][C@@H:14]([NH:13][C:12](=[O:25])[O:11][C:7]([CH3:10])([CH3:9])[CH3:8])[CH2:17][C:18]1[CH:23]=[CH:22][CH:21]=[C:20]([C:30]2[CH:29]=[N:28][N:27]([CH3:26])[CH:31]=2)[CH:19]=1 |f:0.1.2,6.7.8,^1:57,59,78,97|. Procedure details: To 0.7 M potassium carbonate in water was added tert-butyl[(1S)-1-(3-bromobenzyl)-2-hydroxyethyl]carbamate [prepared according to Intermediate 15, Step A] (1.00 g, 3.03 mmol) and 1-methyl-4-(4,4,5,5-tetramethyl-1,3,2-dioxaborolan-2-yl)-1H-pyrazole (0.82 g, 3.9 mmol) and 1,4-dioxane (26 mL, 340 mmol) and 2.0 M sodium carbonate in water (6.0 mL, 12 mmol). The mixture was flushed with nitrogen for 10 min. To the mixture was then added tetrakis(triphenylphosphine)palladium(0) (0.17 g, 0.15 mmol) and... The reactants are CCOC(C)=O, CCCc1nn(C)c2c1N=C(c1cc(C=CC(=O)N(C)C)ccc1OCC)NC2, CCCCCC. Product: CCCc1nn(C)c2c1N=C(c1cc(CCC(=O)N(C)C)ccc1OCC)NC2. Reaction SMILES: [C:36]([O:37][CH2:38][CH3:39])(=[O:40])[CH3:41].[CH3:1][N:2]([C:3]([CH:4]=[CH:5][c:6]1[cH:7][c:8]([C:15]2=[N:20][c:19]3[c:18]([n:23]([CH3:24])[n:22][c:21]3[CH2:25][CH2:26][CH3:27])[CH2:17][NH:16]2)[c:9]([O:12][CH2:13][CH3:14])[cH:10][cH:11]1)=[O:28])[CH3:29].[CH3:30][CH2:31][CH2:32][CH2:33][CH2:34][CH3:35]>>[CH3:1][N:2]([C:3]([CH2:4][CH2:5][c:6]1[cH:7][c:8]([C:15]2=[N:20][c:19]3[c:18]([n:23]([CH3:24])[n:22][c:21]3[CH2:25][CH2:26][CH3:27])[CH2:17][NH:16]2)[c:9]([O:12][CH2:13][CH3:14])[cH:10][cH:11]1)=[O:28])[CH3:29]. Conditions: time 5 minute. The solvent is C1CCOC1 (THF), O (water). Procedure: To a cooled 0-5° C. and stirred solution of (R)-1-[5-(3′-chloro-2-fluoro-6methoxy-biphenyl-3-ylmethyl)-pyridin-2-yl]-azetidine-2-carboxylic acid (I-144, 0.14 g, 0.33 mmol) in THF (2.5 mL) was added N,N-diisopropylethylamine (0.09 g, 0.69 mmol). The reaction mixture was stirred for 5 min, isobutylchloroformate (0.05 g, 0.36 mmol) was added, and the reaction stirred at 0-5° C. for 30 min. Ammonium hydroxide solution (28%, 1.0 mL, 8.0 mmol) was added, the reaction warmed to room temperature, and st... As a reaction SMILES: [Cl:1][C:2]1[CH:3]=[C:4]([C:8]2[C:13]([O:14][CH3:15])=[CH:12][CH:11]=[C:10]([CH2:16][C:17]3[CH:18]=[CH:19][C:20]([N:23]4[CH2:26][CH2:25][C@@H:24]4[C:27](O)=[O:28])=[N:21][CH:22]=3)[C:9]=2[F:30])[CH:5]=[CH:6][CH:7]=1.C([N:34](CC)C(C)C)(C)C.C(OC(Cl)=O)C(C)C.[OH-].[NH4+]>C1COCC1.O>[Cl:1][C:2]1[CH:3]=[C:4]([C:8]2[C:13]([O:14][CH3:15])=[CH:12][CH:11]=[C:10]([CH2:16][C:17]3[CH:18]=[CH:19][C:20]([N:23]4[CH2:26][CH2:25][C@@H:24]4[C:27]([NH2:34])=[O:28])=[N:21][CH:22]=3)[C:9]=2[F:30])[CH:5]=[CH:6][CH:7]=1 |f:3.4|. The product is ClC=1C=C(C=CC1)C1=C(C(=CC=C1OC)CC=1C=CC(=NC1)N1[C@H](CC1)C(=O)N)F ((R)-1-[5-(3′-chloro-2-fluoro-6methoxy-biphenyl-3-ylmethyl)-pyridin-2-yl]-azetidine-2-carboxylic acid amide). Starting materials: C(C)(C)N(C(C)C)CC (N,N-diisopropylethylamine), [OH-].[NH4+] (Ammonium hydroxide), ClC=1C=C(C=CC1)C1=C(C(=CC=C1OC)CC=1C=CC(=NC1)N1[C@H](CC1)C(=O)O)F ((R)-1-[5-(3′-chloro-2-fluoro-6methoxy-biphenyl-3-ylmethyl)-pyridin-2-yl]-azetidine-2-carboxylic acid), C(C(C)C)OC(=O)Cl (isobutylchloroformate). Reactants: O (H2O), [OH-].[Na+] (NaOH), ClC1=CC=C(C=C1)C#CCN (3-(4-chloro-phenyl)-prop-2-ynylamine), solution, [H-].[H-].[H-].[H-].[Li+].[Al+3] (LiAlH4), O (H2O). The solvent is C1CCOC1 (THF), C1CCOC1 (THF). Product: ClC1=CC=C(C=C1)C=CCN (3-(4-chloro-phenyl)-allylamine). Isolated yield 57.3%. As a reaction SMILES: [Cl:1][C:2]1[CH:7]=[CH:6][C:5]([C:8]#[C:9][CH2:10][NH2:11])=[CH:4][CH:3]=1.[H-].[H-].[H-].[H-].[Li+].[Al+3].O.[OH-].[Na+]>C1COCC1>[Cl:1][C:2]1[CH:3]=[CH:4][C:5]([CH:8]=[CH:9][CH2:10][NH2:11])=[CH:6][CH:7]=1 |f:1.2.3.4.5.6,8.9|. Reported procedure: To a solution of 3-(4-chloro-phenyl)-prop-2-ynylamine (2.5 g) in 50 mL of THF at room temperature was added a 1M solution of LiAlH4 in THF (30 mL) and the mixture was heated at reflux for 1 hr. It was cooled to room temperature, and to it was successively added 1.1 mL H2O, 1.1 mL of 15% aq. NaOH and 3.4 mL H2O. The precipitated solid was filtered off and the filtrate was concentrated and purified by chromatography to provide 1.45 g of 3-(4-chloro-phenyl)-allylamine. NMR (400 MHz, CDCl3) 7.26-7.2... The reactants are O=C(O)c1cc(Br)ccc1O, COC(=O)C(N)Cc1ccc(-c2ccccc2)cc1, CCOC(C)=O, Cl, Cl. Yields the product COC(=O)C(Cc1ccc(-c2ccccc2)cc1)NC(=O)c1cc(Br)ccc1O. RXN SMILES: [Br:21][c:22]1[cH:23][cH:24][c:25]([OH:31])[c:26]([C:27](=[O:28])[OH:29])[cH:30]1.[CH3:2][O:3][C:4]([CH:5]([CH2:6][c:7]1[cH:8][cH:9][c:10](-[c:13]2[cH:14][cH:15][cH:16][cH:17][cH:18]2)[cH:11][cH:12]1)[NH2:19])=[O:20].[CH3:33][CH2:34][O:35][C:36]([CH3:37])=[O:38].[ClH:1].[ClH:32]>>[CH3:2][O:3][C:4]([CH:5]([CH2:6][c:7]1[cH:8][cH:9][c:10](-[c:13]2[cH:14][cH:15][cH:16][cH:17][cH:18]2)[cH:11][cH:12]1)[NH:19][C:27]([c:26]1[c:25]([OH:31])[cH:24][cH:23][c:22]([Br:21])[cH:30]1)=[O:28])=[O:20]. Starting materials: O=C([O-])O, CCCCO, CN(CCCl)CCCl, Cl, Nc1cccc2c1CC(C(=O)Nc1ccc(N3CCOCC3)cc1)C2, [Na+]. The product is CN1CCN(c2cccc3c2CC(C(=O)Nc2ccc(N4CCOCC4)cc2)C3)CC1. As a reaction SMILES: [C:35](=[O:36])([O-:37])[OH:38].[CH2:40]([OH:41])[CH2:42][CH2:43][CH3:44].[CH3:27][N:28]([CH2:29][CH2:30][Cl:34])[CH2:32][CH2:33][Cl:31].[ClH:26].[NH2:1][c:2]1[c:3]2[c:7]([cH:8][cH:9][cH:10]1)[CH2:6][CH:5]([C:11](=[O:12])[NH:13][c:14]1[cH:15][cH:16][c:17]([N:20]3[CH2:21][CH2:22][O:23][CH2:24][CH2:25]3)[cH:18][cH:19]1)[CH2:4]2.[Na+:39]>>[N:1]1([c:2]2[c:3]3[c:7]([cH:8][cH:9][cH:10]2)[CH2:6][CH:5]([C:11](=[O:12])[NH:13][c:14]2[cH:15][cH:16][c:17]([N:20]4[CH2:21][CH2:22][O:23][CH2:24][CH2:25]4)[cH:18][cH:19]2)[CH2:4]3)[CH2:30][CH2:29][N:28]([CH3:27])[CH2:32][CH2:33]1.